This data is from the Open Reaction Database (ORD), a public repository of structured organic reaction records. The task is: describe an organic reaction: reactants, conditions, products, and yield Reactants: CC1(C(N(CC1=NO)[C@H](C)C1=CC=CC=C1)=O)C (3,3-dimethyl-4-hydroxyimino-1-[1-(R)-phenylethyl]-pyrrolidin-2-one). Reagents/catalysts: [Ni] (Raney-nickel). Solvent: CO (methanol). Reaction conditions: time 16 hour. Yields the product NC1C(C(N(C1)[C@H](C)C1=CC=CC=C1)=O)(C)C (4-Amino-3,3-dimethyl-1-[1-(R)-phenylethyl]-pyrrolidin-2-one). The yield is 123.6%. As a reaction SMILES: [CH3:1][C:2]1([CH3:18])[C:6](=[N:7]O)[CH2:5][N:4]([C@@H:9]([C:11]2[CH:16]=[CH:15][CH:14]=[CH:13][CH:12]=2)[CH3:10])[C:3]1=[O:17]>CO.[Ni]>[NH2:7][CH:6]1[CH2:5][N:4]([C@@H:9]([C:11]2[CH:16]=[CH:15][CH:14]=[CH:13][CH:12]=2)[CH3:10])[C:3](=[O:17])[C:2]1([CH3:1])[CH3:18]. Reported procedure: To a solution of 8.75 g of 3,3-dimethyl-4-hydroxyimino-1-[1-(R)-phenylethyl]-pyrrolidin-2-one in 300 ml of methanol there was added 20 ml of Raney-nickel, and reduction was carried out under a hydrogen atmosphere at room temperature for 16 hr (H2 pressure: 1 atm). The catalyst was removed by filtration and the solvent of the filtrate was removed under reduced pressure. The residue was purified through column chromatography using a column filled with 300 g of silica gel. From a fraction eluted wi... As a reaction SMILES: [CH3:39][CH2:40][N:41]=[C:42]=[N:43][CH2:44][CH2:45][CH2:46][N:47]([CH3:48])[CH3:49].[CH:20]([N:21]([CH2:22][CH3:23])[CH:24]([CH3:25])[CH3:26])([CH3:27])[CH3:28].[ClH:50].[ClH:51].[ClH:52].[NH:53]1[CH2:54][CH2:55][CH:56]([NH:59][c:60]2[c:61]([C:66]([F:67])([F:68])[F:69])[cH:62][cH:63][cH:64][cH:65]2)[CH2:57][CH2:58]1.[O:70]=[CH:71][N:72]([CH3:73])[CH3:74].[OH2:75].[OH:29][n:30]1[c:31]2[c:32]([cH:33][cH:34][cH:35][cH:36]2)[n:37][n:38]1.[c:1]1(-[c:14]2[cH:15][cH:16][cH:17][cH:18][cH:19]2)[cH:2][cH:3][c:4]([C:7](=[O:8])[NH:9][CH2:10][C:11](=[O:12])[OH:13])[cH:5][cH:6]1>>[c:1]1(-[c:14]2[cH:15][cH:16][cH:17][cH:18][cH:19]2)[cH:2][cH:3][c:4]([C:7](=[O:8])[NH:9][CH2:10][C:11](=[O:13])[N:53]2[CH2:54][CH2:55][CH:56]([NH:59][c:60]3[c:61]([C:66]([F:67])([F:68])[F:69])[cH:62][cH:63][cH:64][cH:65]3)[CH2:57][CH2:58]2)[cH:5][cH:6]1. The reactants are CCN=C=NCCCN(C)C, CCN(C(C)C)C(C)C, Cl, Cl, Cl, FC(F)(F)c1ccccc1NC1CCNCC1, CN(C)C=O, O, On1nnc2ccccc21, O=C(O)CNC(=O)c1ccc(-c2ccccc2)cc1. Product: O=C(NCC(=O)N1CCC(Nc2ccccc2C(F)(F)F)CC1)c1ccc(-c2ccccc2)cc1. Starting materials: C(Cl)Cl (CH2Cl2), ClC(=O)OCC1=CC=CC=C1 (Benzyl chloroformate), NC=1C=C(C(=CC1)C)C1CCN(CC1)C(=O)OC(C)(C)C (tert-butyl 4-(3-amino-6-methylphenyl)piperidinecarboxylate), C(=O)([O-])[O-].[K+].[K+] (K2CO3). Run in O1CCCC1 (tetrahydrofuran). Conditions: time 18 hour. The product is CC1=C(C=C(C=C1)NC(=O)OCC1=CC=CC=C1)C1CCN(CC1)C(=O)OC(C)(C)C (tert-butyl 4-{2-methyl-5-[(phenylmethoxy)carbonylamino]phenyl}piperidinecarboxylate). Isolated yield 77.2%. RXN SMILES: Cl[C:2]([O:4][CH2:5][C:6]1[CH:11]=[CH:10][CH:9]=[CH:8][CH:7]=1)=[O:3].[NH2:12][C:13]1[CH:14]=[C:15]([CH:20]2[CH2:25][CH2:24][N:23]([C:26]([O:28][C:29]([CH3:32])([CH3:31])[CH3:30])=[O:27])[CH2:22][CH2:21]2)[C:16]([CH3:19])=[CH:17][CH:18]=1.C([O-])([O-])=O.[K+].[K+].C(Cl)Cl>O1CCCC1>[CH3:19][C:16]1[CH:17]=[CH:18][C:13]([NH:12][C:2]([O:4][CH2:5][C:6]2[CH:11]=[CH:10][CH:9]=[CH:8][CH:7]=2)=[O:3])=[CH:14][C:15]=1[CH:20]1[CH2:21][CH2:22][N:23]([C:26]([O:28][C:29]([CH3:32])([CH3:31])[CH3:30])=[O:27])[CH2:24][CH2:25]1 |f:2.3.4|. Procedure: Benzyl chloroformate (95%, 4.52 mL, 30.1 mmol) was added dropwise to a stirred mixture of tert-butyl 4-(3-amino-6-methylphenyl)piperidinecarboxylate (6.99 g, 24.1 mmol) and K2CO3 (3.66 g, 26.4 mmol) in tetrahydrofuran (350 mL) and stirred under nitrogen for 18 h. CH2Cl2 was added to the reaction mixture, washed with NaHCO3 solution (saturated), followed by water, then dried over Na2SO4 and concentrated in vacuo to give an oil. Purification by flash column chromatography (eluent: cyclohexane:EtOA... Reactants: C(C)OC(=O)C=1C=C2CCN(CC2=CC1)CC(=O)N1CCN(CC1)C1CCC1 (2-[2-(4-cyclobutyl-piperazin-1-yl)-2-oxo-ethyl]-1,2,3,4-tetrahydro-isoquinoline-6-carboxylic acid ethyl ester), [OH-].[Li+] (lithium hydroxide). The solvent is C1CCOC1.CO.O (THF MeOH water). Reaction conditions: temperature 0 celsius, time 8 hour. Yields the product C1(CCC1)N1CCN(CC1)C(CN1CC2=CC=C(C=C2CC1)C(=O)O)=O (2-[2-(4-cyclobutyl-piperazin-1-yl)-2-oxo-ethyl]-1,2,3,4-tetrahydro-isoquinoline-6-carboxylic acid). As a reaction SMILES: C([O:3][C:4]([C:6]1[CH:7]=[C:8]2[C:13](=[CH:14][CH:15]=1)[CH2:12][N:11]([CH2:16][C:17]([N:19]1[CH2:24][CH2:23][N:22]([CH:25]3[CH2:28][CH2:27][CH2:26]3)[CH2:21][CH2:20]1)=[O:18])[CH2:10][CH2:9]2)=[O:5])C.[OH-].[Li+]>C1COCC1.CO.O>[CH:25]1([N:22]2[CH2:21][CH2:20][N:19]([C:17](=[O:18])[CH2:16][N:11]3[CH2:10][CH2:9][C:8]4[C:13](=[CH:14][CH:15]=[C:6]([C:4]([OH:5])=[O:3])[CH:7]=4)[CH2:12]3)[CH2:24][CH2:23]2)[CH2:26][CH2:27][CH2:28]1 |f:1.2,3.4.5|. Procedure details: To a solution of 2-[2-(4-cyclobutyl-piperazin-1-yl)-2-oxo-ethyl]-1,2,3,4-tetrahydro-isoquinoline-6-carboxylic acid ethyl ester (610 mg, 1.58 mmol) in a mixture of THF-MeOH-water (3:1:1, 5 ml) cooled to 0° C. is added lithium hydroxide (76 mg, 3.16 mmol, 2.0 eq.). The mixture is stirred at rt overnight. The organic solvent is evaporated, and the residue is acidified to pH=5 with hydrochloric acid (2.0 N, about 1.58 ml). The resulting aqueous solution is evaporated to dryness, and the residue is e... Starting materials: C1(=C(C=CC=C1)N)N (1,2-phenylenediamine), N1C(=O)C(=O)C2=CC=CC(=C12)C(=O)O (7-isatincarboxylic acid), C(C)(=O)O (acetic acid), O (water). Conditions: time 8 hour. Yields the product C1=C2N=C3C(NC2=CC=C1)=NC1=C(C=CC=C13)C(=O)OC (methyl 7-indolo[2,3-b]quinoxalinecarboxylate). Reaction SMILES: [C:1]1([NH2:8])[CH:6]=[CH:5][CH:4]=[CH:3][C:2]=1[NH2:7].[NH:9]1[C:19]2[C:14](=[CH:15][CH:16]=[CH:17][C:18]=2[C:20]([OH:22])=[O:21])[C:12](=O)[C:10]1=O.O.[C:24](O)(=O)C>>[CH:3]1[CH:4]=[CH:5][CH:6]=[C:1]2[C:2]=1[N:7]=[C:12]1[C:14]3[C:19](=[C:18]([C:20]([O:22][CH3:24])=[O:21])[CH:17]=[CH:16][CH:15]=3)[N:9]=[C:10]1[NH:8]2. Procedure: A suspension of 3.96 g of 1,2-phenylenediamine and 7.00 g of 7-isatincarboxylic acid in 70 ml of acetic acid was heated under reflux for an hour. After completion of the reaction, the reaction solution was allowed to cool to room temperature, followed by addition of water, and resulting precipitate was collected by filtration. The thus obtained 7-indolo[2,3-b]quinolinecarboxylic acid and 170 ml of thionyl chloride were refluxed for 2 hours, and the excess thionyl chloride was evaporated. The res... Yields the product BrC1=CC(=NC(=N1)C)NC=1SC(=CN1)C(=O)OC (methyl 2-(6-bromo-2-methylpyrimidin-4-ylamino)thiazole-5-formate). Run in C1CCOC1 (THF). The reactants are [H-].[Na+] (sodium hydride), NC1=NC(=NC(=C1)Br)C (4-amino-6-bromo-2-methylpyrimidine), NC1=NC(=NC(=C1)Br)C (4-amino-6-bromo-2-methylpyrimidine), ClC=1SC(=CN1)C(=O)OC (methyl 2-chlorothiazole-5-formate), ClC=1SC(=CN1)C(=O)OC (methyl 2-chlorothiazole-5-formate), Cl (hydrochloric acid). As a reaction SMILES: [H-].[Na+].[NH2:3][C:4]1[CH:9]=[C:8]([Br:10])[N:7]=[C:6]([CH3:11])[N:5]=1.Cl[C:13]1[S:14][C:15]([C:18]([O:20][CH3:21])=[O:19])=[CH:16][N:17]=1.Cl>C1COCC1>[Br:10][C:8]1[N:7]=[C:6]([CH3:11])[N:5]=[C:4]([NH:3][C:13]2[S:14][C:15]([C:18]([O:20][CH3:21])=[O:19])=[CH:16][N:17]=2)[CH:9]=1 |f:0.1|. Procedure details: 60% sodium hydride (12.0 g, 0.30 mol) was suspended in THF (300 mL) and cooled down to 0° C. 4-amino-6-bromo-2-methylpyrimidine (Compound 9) (18.7 g, 0.1 mol) was then added in batches and stirred for 30 min. After methyl 2-chlorothiazole-5-formate (Compound 10) (17.7 g, 0.1 mol) was added in batches, the reactants were heated and reacted by refluxing for 4 h, and then cooled down to room temperature for reaction overnight. When controlling the temperature between 0° C. and 5° C., hydrochloric a... Conditions: temperature 0 celsius, time 30 minute. Yield: 78.4%. The reactants are ONC(CCC)=N (N-hydroxy-butyramidine), C(#N)N1CCC2(CC1)CC1(C2)CC=2C(=CN=C(C2)C=2CCN(CC2)S(=O)(=O)C)O1 (1″-cyano-5-(1-methanesulfonyl-1,2,3,6-tetrahydro-pyridin-4-yl)-dispiro[2,3-dihydrofuro[2,3-c]pyridine-2,1′-cyclobutane-3′,4″-piperidine]). Product: CS(=O)(=O)N1CCC(=CC1)C=1C=C2C(=CN1)OC1(CC3(CCN(CC3)C3=NC(=NO3)CCC)C1)C2 (5-(1-Methanesulfonyl-1,2,3,6-tetrahydro-pyridin-4-yl)-1″-(3-n-propyl-[1,2,4]oxadiazol-5-yl)-dispiro[2,3-dihydrofuro[2,3-c]pyridine-2,1′-cyclobutane-3′,4″-piperidine]). Reaction SMILES: [OH:1][NH:2][C:3](=[NH:7])[CH2:4][CH2:5][CH3:6].[C:8]([N:10]1[CH2:15][CH2:14][C:13]2([CH2:18][C:17]3([O:36][C:21]4=[CH:22][N:23]=[C:24]([C:26]5[CH2:27][CH2:28][N:29]([S:32]([CH3:35])(=[O:34])=[O:33])[CH2:30][CH:31]=5)[CH:25]=[C:20]4[CH2:19]3)[CH2:16]2)[CH2:12][CH2:11]1)#N>>[CH3:35][S:32]([N:29]1[CH2:28][CH:27]=[C:26]([C:24]2[CH:25]=[C:20]3[CH2:19][C:17]4([CH2:16][C:13]5([CH2:12][CH2:11][N:10]([C:8]6[O:1][N:2]=[C:3]([CH2:4][CH2:5][CH3:6])[N:7]=6)[CH2:15][CH2:14]5)[CH2:18]4)[O:36][C:21]3=[CH:22][N:23]=2)[CH2:31][CH2:30]1)(=[O:33])=[O:34]. Procedure details: The title compound is prepared from N-hydroxy-butyramidine and 1″-cyano-5-(1-methanesulfonyl-1,2,3,6-tetrahydro-pyridin-4-yl)-dispiro[2,3-dihydrofuro[2,3-c]pyridine-2,1′-cyclobutane-3′,4″-piperidine] following a procedure analogous to that described for Example 23. LC (method 3): tR=0.91 min; Mass spectrum (ESI+): m/z=500 [M+H]+.